Dataset: the Open Reaction Database (ORD), a public repository of structured organic reaction records. Task: describe an organic reaction: reactants, conditions, products, and yield Yields the product Cc1cc(C(=O)Nc2c(C)cccc2C)n[nH]1. The reactants are Cc1cccc(C)c1N, Cc1cc(C(=O)O)n[nH]1, Cc1ccccc1, CN(C)C=O, O=S(Cl)Cl. RXN SMILES: [CH3:14][c:15]1[c:16]([NH2:17])[c:18]([CH3:22])[cH:19][cH:20][cH:21]1.[CH3:1][c:2]1[cH:3][c:4]([C:7](=[O:8])[OH:9])[n:5][nH:6]1.[CH3:28][c:29]1[cH:30][cH:31][cH:32][cH:33][cH:34]1.[O:23]=[CH:24][N:25]([CH3:26])[CH3:27].[S:10]([Cl:11])([Cl:12])=[O:13]>>[CH3:1][c:2]1[cH:3][c:4]([C:7](=[O:9])[NH:17][c:16]2[c:15]([CH3:14])[cH:21][cH:20][cH:19][c:18]2[CH3:22])[n:5][nH:6]1. Reactants: BrC=1SC=CN1 (2-bromothiazole), [H-].[Na+] (sodium hydride), OC1CCN(CC1)C(=O)OC(C)(C)C (tert-butyl 4-hydroxy-1-piperidinecarboxylate). Run in CCOCC (ether), C(OC)COC (dimethoxyethane), C(OC)COC (dimethoxyethane). Run at time 1 hour. Product: S1C(=NC=C1)OC1CCN(CC1)C(=O)OC(C)(C)C (tert-Butyl 4-(1,3-thiazol-2-yloxy)-1-piperidinecarboxylate). The yield is 85.0%. As a reaction SMILES: [H-].[Na+].[OH:3][CH:4]1[CH2:9][CH2:8][N:7]([C:10]([O:12][C:13]([CH3:16])([CH3:15])[CH3:14])=[O:11])[CH2:6][CH2:5]1.Br[C:18]1[S:19][CH:20]=[CH:21][N:22]=1>C(COC)OC.CCOCC>[S:19]1[CH:20]=[CH:21][N:22]=[C:18]1[O:3][CH:4]1[CH2:5][CH2:6][N:7]([C:10]([O:12][C:13]([CH3:16])([CH3:15])[CH3:14])=[O:11])[CH2:8][CH2:9]1 |f:0.1|. Procedure: To a slurry of sodium hydride (about 60% oil suspension, 5.67 g) in dimethoxyethane (40 ml) was added a solution of tert-butyl 4-hydroxy-1-piperidinecarboxylate (23.9 g) in dimethoxyethane (60 ml) over 30 minutes, and the mixture was stirred for an additional 1 hour. To the mixture was added 2-bromothiazole (15.0 g), and the mixture was refluxed for 4 hours. After cooling, the resulting pale brown suspension was diluted with ether (300 ml) and the mixture was filtered through a pad of Celite. Th... Reactants: CCOP(=O)(CNc1cc(F)ccc1[N+](=O)[O-])OCC, CCO. Yields the product CCOP(=O)(CNc1cc(F)ccc1N)OCC. RXN SMILES: [CH2:1]([CH3:2])[O:3][P:4]([O:5][CH2:6][CH3:7])(=[O:8])[CH2:9][NH:10][c:11]1[c:12]([N+:18]([O-:19])=[O:20])[cH:13][cH:14][c:15]([F:17])[cH:16]1.[CH3:21][CH2:22][OH:23]>>[CH2:1]([CH3:2])[O:3][P:4]([O:5][CH2:6][CH3:7])(=[O:8])[CH2:9][NH:10][c:11]1[c:12]([NH2:18])[cH:13][cH:14][c:15]([F:17])[cH:16]1. Starting materials: COc1cc(-c2cc(CN3C(=O)c4ccccc4C3=O)ccn2)cc(OC)c1OC, CCO, NN, O. The product is COc1cc(-c2cc(CN)ccn2)cc(OC)c1OC. Reaction SMILES: [CH3:1][O:2][c:3]1[cH:4][c:5](-[c:13]2[n:14][cH:15][cH:16][c:17]([CH2:19][N:20]3[C:21](=[O:22])[c:23]4[cH:24][cH:25][cH:26][cH:27][c:28]4[C:29]3=[O:30])[cH:18]2)[cH:6][c:7]([O:11][CH3:12])[c:8]1[O:9][CH3:10].[CH3:34][CH2:35][OH:36].[NH2:32][NH2:33].[OH2:31]>>[CH3:1][O:2][c:3]1[cH:4][c:5](-[c:13]2[n:14][cH:15][cH:16][c:17]([CH2:19][NH2:20])[cH:18]2)[cH:6][c:7]([O:11][CH3:12])[c:8]1[O:9][CH3:10].